Dataset: the Open Reaction Database (ORD), a public repository of structured organic reaction records. Task: describe an organic reaction: reactants, conditions, products, and yield Starting materials: O=c1cc2n(c(=O)n1-c1cc(O)c(Cl)cc1F)CCC2, FC(F)(F)c1cccnc1Cl, O=c1n(-c2cc(Oc3ncccn3)c(Cl)cc2F)c(=S)n2n1CCCC2. Product: O=c1cc2n(c(=O)n1-c1cc(Oc3ncccc3C(F)(F)F)c(Cl)cc1F)CCC2. RXN SMILES: [Cl:1][c:2]1[cH:3][c:4]([F:20])[c:5](-[n:9]2[c:10](=[O:19])[n:11]3[c:12]([cH:13][c:14]2=[O:15])[CH2:16][CH2:17][CH2:18]3)[cH:6][c:7]1[OH:8].[Cl:21][c:22]1[n:23][cH:24][cH:25][cH:26][c:27]1[C:28]([F:29])([F:30])[F:31].[Cl:32][c:33]1[c:34]([O:35][c:36]2[n:37][cH:38][cH:39][cH:40][n:41]2)[cH:42][c:43](-[n:44]2[c:45](=[O:46])[n:47]3[n:52]([c:53]2=[S:54])[CH2:51][CH2:50][CH2:49][CH2:48]3)[c:55]([F:56])[cH:57]1>>[Cl:1][c:2]1[cH:3][c:4]([F:20])[c:5](-[n:9]2[c:10](=[O:19])[n:11]3[c:12]([cH:13][c:14]2=[O:15])[CH2:16][CH2:17][CH2:18]3)[cH:6][c:7]1[O:8][c:22]1[n:23][cH:24][cH:25][cH:26][c:27]1[C:28]([F:29])([F:30])[F:31].